This data is from the Open Reaction Database (ORD), a public repository of structured organic reaction records. The task is: describe an organic reaction: reactants, conditions, products, and yield The reactants are ClCN1C(N2N(CC=CC2C(=O)OC)C1=O)=O (methyl 2-chloromethyl-2,3,5,8-tetrahydro-1,3-dioxo-1H-1,2,4-triazolo[1,2-a]pyridazine-5-carboxylate), C(C)(=S)[O-].[K+] (potassium thioacetate), [I-].[Na+] (sodium iodide). Solvent: CC(=O)C (acetone). Product: C(C)(=O)SCN1C(N2N(CC=CC2C(=O)OC)C1=O)=O (methyl 2-acetylthiomethyl-2,3,5,8-tetrahydro-1,3-dioxo-1H-1,2,4-triazolo[1,2-a]pyridazine-5-carboxylate). Isolated yield 58.5%. Reaction SMILES: Cl[CH2:2][N:3]1[C:15](=[O:16])[N:6]2[CH2:7][CH:8]=[CH:9][CH:10]([C:11]([O:13][CH3:14])=[O:12])[N:5]2[C:4]1=[O:17].[C:18]([O-:21])(=[S:20])[CH3:19].[K+].[I-].[Na+]>CC(C)=O>[C:18]([S:20][CH2:2][N:3]1[C:15](=[O:16])[N:6]2[CH2:7][CH:8]=[CH:9][CH:10]([C:11]([O:13][CH3:14])=[O:12])[N:5]2[C:4]1=[O:17])(=[O:21])[CH3:19] |f:1.2,3.4|. Procedure: 3.24 g (0.0125 mol) of methyl 2-chloromethyl-2,3,5,8-tetrahydro-1,3-dioxo-1H-1,2,4-triazolo[1,2-a]pyridazine-5-carboxylate and 2.29 g (0.02 mol) of potassium thioacetate were refluxed together in 400 ml of acetone with a catalytic amount of sodium iodide for 19 hours. The acetone was removed by evaporation and the residue was partitioned between 250 ml of ethyl acetate and 200 ml of saturated sodium chloride solution. The organic layer was separated, dried over magnesium sulphate and evaporated ... Starting materials: C(C)OC(=O)N1CCC(C(C2=C1C=CC=C2)O)C(=O)OCC (N-ethoxycarbonyl-2,3,4,5-tetrahydro-4-ethoxycarbonyl-5-hydroxy-[1]-benzazepine), OS(=O)(=O)O (H2SO4). Run in C1CCOC1 (THF). The product is C(C)OC(=O)N1CCC(=CC2=C1C=CC=C2)C(=O)OCC (N-ethoxycarbonyl-2,3-dihydro-4-ethoxycarbonyl-[1]- benzazepine). Isolated yield 86.4%. Reaction SMILES: [CH2:1]([O:3][C:4]([N:6]1[C:12]2[CH:13]=[CH:14][CH:15]=[CH:16][C:11]=2[CH:10](O)[CH:9]([C:18]([O:20][CH2:21][CH3:22])=[O:19])[CH2:8][CH2:7]1)=[O:5])[CH3:2].OS(O)(=O)=O>C1COCC1>[CH2:1]([O:3][C:4]([N:6]1[C:12]2[CH:13]=[CH:14][CH:15]=[CH:16][C:11]=2[CH:10]=[C:9]([C:18]([O:20][CH2:21][CH3:22])=[O:19])[CH2:8][CH2:7]1)=[O:5])[CH3:2]. Procedure: Compound 8 (7 g, 22.8 mmoles) was dissolved in THF (100 ml) and refluxed in presence of H2SO4 (13 ml) for 2 hours. THF was evaporated and the residue was poured in ice cooled water, extracted with ether (100 ml). The organic layer was dried (MgSO4), and evaporated. The residue was chromatographed (silica gel: 120 g, eluent: CH2Cl2 /EtOAc (95/5)] to give a viscous liquid 9 (5.7 g, 87%). (Found: C; H; N . Calc. for C16H19NO4 : C 66.42; H 6.62; N 4.84). 1H NMR (CDCl3) δ=1.1-1.5 (6H, 2 overlapped t,...